The task is: describe an organic reaction: reactants, conditions, products, and yield. This data is from the Open Reaction Database (ORD), a public repository of structured organic reaction records. Reactants: ClC1=C(C(=O)N=C=O)C(=CC=C1)Cl (2,6-dichlorobenzoylisocyanate), ClC1=CC=C(NCC#N)C=C1 (p-chloroaniline-acetonitrile). Solvent: C1=CC=CC=C1 (benzene). Conditions: time 12 hour. Product: ClC1=C(C(=O)NC(=O)N(C2=CC=C(C=C2)Cl)CC#N)C(=CC=C1)Cl (N-(2,6-dichlorobenzoyl)-N'-(cyanomethyl)-N'-(p-chlorophenyl)-urea). The yield is 80.0%. Reaction SMILES: [Cl:1][C:2]1[CH:12]=[CH:11][CH:10]=[C:9]([Cl:13])[C:3]=1[C:4]([N:6]=[C:7]=[O:8])=[O:5].[Cl:14][C:15]1[CH:24]=[CH:23][C:18]([NH:19][CH2:20][C:21]#[N:22])=[CH:17][CH:16]=1>C1C=CC=CC=1>[Cl:1][C:2]1[CH:12]=[CH:11][CH:10]=[C:9]([Cl:13])[C:3]=1[C:4]([NH:6][C:7]([N:19]([CH2:20][C:21]#[N:22])[C:18]1[CH:17]=[CH:16][C:15]([Cl:14])=[CH:24][CH:23]=1)=[O:8])=[O:5]. Procedure: 16.0 g of 2,6-dichlorobenzoylisocyanate are added in small portions to a solution of 11.66 g of p-chloroaniline-acetonitrile in 100 ml of dry benzene with moderate cooling. After some time a substance crystallizes out, which after about 12 hours is drawn off and washed with benzene. After drying the weight is 25.25 g, i.e. 93.7% the melting point being 185° C. with spontaneous decomposition on the Kofler heating bench. Thin-layer chromatography (solvent either ethylacetate or chloroform) shows t...